From a dataset of the Open Reaction Database (ORD), a public repository of structured organic reaction records. describe an organic reaction: reactants, conditions, products, and yield The reactants are NC1=CC=C(C=C1)C1=CC=C(O1)C(=O)N1CC2CCC(C1)N2C ([5-(4-amino-phenyl)-furan-2-yl]-(8-methyl-3,8-diaza-bicyclo[3.2.1]oct-3-yl)-methanone), C(C)(=O)OC(C)=O (acetic acid anhydride), [OH-].[Na+] (sodium hydroxide). As a reaction SMILES: [NH2:1][C:2]1[CH:7]=[CH:6][C:5]([C:8]2[O:12][C:11]([C:13]([N:15]3[CH2:21][CH:20]4[N:22]([CH3:23])[CH:17]([CH2:18][CH2:19]4)[CH2:16]3)=[O:14])=[CH:10][CH:9]=2)=[CH:4][CH:3]=1.[C:24]([O:27][C:28](=[O:30])[CH3:29])(=[O:26])[CH3:25].[OH-:31].[Na+]>ClCCl>[C:28]([OH:27])(=[O:30])/[CH:29]=[CH:11]/[C:13]([OH:14])=[O:31].[CH3:23][N:22]1[CH:20]2[CH2:19][CH2:18][CH:17]1[CH2:16][N:15]([C:13]([C:11]1[O:12][C:8]([C:5]3[CH:6]=[CH:7][C:2]([NH:1][C:24](=[O:26])[CH3:25])=[CH:3][CH:4]=3)=[CH:9][CH:10]=1)=[O:14])[CH2:21]2 |f:2.3,5.6|. Procedure: A mixture of [5-(4-amino-phenyl)-furan-2-yl]-(8-methyl-3,8-diaza-bicyclo[3.2.1]oct-3-yl)-methanone (0.40, 1.28 mmol), acetic acid anhydride (197 mg, 1.93 mmol) and dichloromethane (5 ml) was stirred at room temperature for 5 hours. Aqueous sodium hydroxide (5 ml, 1M) was added and the mixture was extracted twice with dichloromethane (2×10 ml). Chromatography on silica gel with dichloromethane, 10% methanol and 1% aqueous ammonia as solvent gave the title compound. The corresponding salt was obta... Product: C(\C=C\C(=O)O)(=O)O.CN1C2CN(CC1CC2)C(=O)C2=CC=C(O2)C2=CC=C(C=C2)NC(C)=O (N-{4-[5-(8-Methyl-3,8-diaza-bicyclo[3.2.1]octane-3-carbonyl)-furan-2-yl]-phenyl}-acetamide fumaric acid salt). Reaction conditions: time 5 hour. Solvent: ClCCl (dichloromethane). The reactants are CCOC(C)=O, C1CCCCC1, CC#CCn1c(N2CCCC(NC(=O)OC(C)(C)C)C2)nc2c1c(=O)n(CC(=O)c1ccccc1[N+](=O)[O-])c(=O)n2C, [Na+], [Na+], O, O=S([O-])S(=O)[O-]. The product is CC#CCn1c(N2CCCC(NC(=O)OC(C)(C)C)C2)nc2c1c(=O)n(CC(=O)c1ccccc1N)c(=O)n2C. Reaction SMILES: [C:51]([O:52][CH2:53][CH3:54])(=[O:55])[CH3:56].[CH2:57]1[CH2:58][CH2:59][CH2:60][CH2:61][CH2:62]1.[N+:1]([O-:2])(=[O:3])[c:4]1[c:5]([C:10]([CH2:11][n:12]2[c:13](=[O:14])[n:15]([CH3:41])[c:16]3[n:17][c:18]([N:27]4[CH2:28][CH:29]([NH:33][C:34](=[O:35])[O:36][C:37]([CH3:38])([CH3:39])[CH3:40])[CH2:30][CH2:31][CH2:32]4)[n:19]([CH2:23][C:24]#[C:25][CH3:26])[c:20]3[c:21]2=[O:22])=[O:42])[cH:6][cH:7][cH:8][cH:9]1.[Na+:49].[Na+:50].[OH2:63].[S:43]([S:44]([O-:45])=[O:46])([O-:47])=[O:48]>>[NH2:1][c:4]1[c:5]([C:10]([CH2:11][n:12]2[c:13](=[O:14])[n:15]([CH3:41])[c:16]3[n:17][c:18]([N:27]4[CH2:28][CH:29]([NH:33][C:34](=[O:35])[O:36][C:37]([CH3:38])([CH3:39])[CH3:40])[CH2:30][CH2:31][CH2:32]4)[n:19]([CH2:23][C:24]#[C:25][CH3:26])[c:20]3[c:21]2=[O:22])=[O:42])[cH:6][cH:7][cH:8][cH:9]1. The reactants are ClC1=CC(=CC=C1)C(=O)OO (metachloroperbenzoic acid), FC1=C(C=CC(=C1)F)NC(N(CCCCCCC)CCCCCSC=1NC(=C(N1)C1=CC=CC=C1)C1=CC=CC=C1)=O (N'-(2,4-difluorophenyl)-N-[5-(4,5-diphenyl-1H-imidazol-2-ylthio)pentyl]-N-heptylurea), S([O-])(O)=O.[Na+] (sodium bisulfite). Run in C(Cl)Cl (methylene chloride), C(Cl)Cl (methylene chloride). Run at time 1 hour. Yields the product FC1=C(C=CC(=C1)F)NC(N(CCCCCCC)CCCCCS(=O)C=1NC(=C(N1)C1=CC=CC=C1)C1=CC=CC=C1)=O (N'-(2,4-difluorophenyl)-N-[5-(4,5-diphenyl-1H-imidazol-2-ylsulfinyl)pentyl]-N-heptylurea). Isolated yield 71.0%. RXN SMILES: [F:1][C:2]1[CH:7]=[C:6]([F:8])[CH:5]=[CH:4][C:3]=1[NH:9][C:10](=[O:42])[N:11]([CH2:19][CH2:20][CH2:21][CH2:22][CH2:23][S:24][C:25]1[NH:26][C:27]([C:36]2[CH:41]=[CH:40][CH:39]=[CH:38][CH:37]=2)=[C:28]([C:30]2[CH:35]=[CH:34][CH:33]=[CH:32][CH:31]=2)[N:29]=1)[CH2:12][CH2:13][CH2:14][CH2:15][CH2:16][CH2:17][CH3:18].ClC1C=CC=C(C(OO)=[O:51])C=1.S(=O)(O)[O-].[Na+]>C(Cl)Cl>[F:1][C:2]1[CH:7]=[C:6]([F:8])[CH:5]=[CH:4][C:3]=1[NH:9][C:10](=[O:42])[N:11]([CH2:19][CH2:20][CH2:21][CH2:22][CH2:23][S:24]([C:25]1[NH:29][C:28]([C:30]2[CH:35]=[CH:34][CH:33]=[CH:32][CH:31]=2)=[C:27]([C:36]2[CH:37]=[CH:38][CH:39]=[CH:40][CH:41]=2)[N:26]=1)=[O:51])[CH2:12][CH2:13][CH2:14][CH2:15][CH2:16][CH2:17][CH3:18] |f:2.3|. Procedure: To a solution of N'-(2,4-difluorophenyl)-N-[5-(4,5-diphenyl-1H-imidazol-2-ylthio)pentyl]-N-heptylurea (0.59 g, 0.001 mol) in methylene chloride (50 mL) cooled to -78° was added, dropwise, a solution of metachloroperbenzoic acid (0.286 g, 0.0017 mol) in methylene chloride (10 mL). The reaction mixture was stirred at -78° for 1 hour and then allowed to warm to ambient temperature. The reaction mixture was then cooled to 0° and then added, dropwise, was a solution of saturated sodium bisulfite. The... Reactants: NC1=C(C(=O)OC)C=CC=C1C(=O)OC (dimethyl 2-aminoisophthalate), C(C)OC(C)(C1=C(C=CC=C1)Cl)OCC (o-chloroacetophenone diethylacetal). Run at temperature 140 celsius, time 20 minute. Yields the product ClC1=C(C=CC=C1)C1=NC2=C(C=CC=C2C(C1)=O)C(=O)OC (Methyl 2-(2-chlorophenyl)-4-quinolone-8-carboxylate). The yield is 23.3%. RXN SMILES: [NH2:1][C:2]1[C:11]([C:12]([O:14][CH3:15])=[O:13])=[CH:10][CH:9]=[CH:8][C:3]=1[C:4]([O:6]C)=O.C(O[C:19](OCC)([C:21]1[CH:26]=[CH:25][CH:24]=[CH:23][C:22]=1[Cl:27])[CH3:20])C>>[Cl:27][C:22]1[CH:23]=[CH:24][CH:25]=[CH:26][C:21]=1[C:19]1[CH2:20][C:4](=[O:6])[C:3]2[C:2](=[C:11]([C:12]([O:14][CH3:15])=[O:13])[CH:10]=[CH:9][CH:8]=2)[N:1]=1. Procedure: Alternatively, to 8 grams of dimethyl 2-aminoisophthalate was added 9.2 grams of o-chloroacetophenone diethylacetal, the mixture was heated at 140° C. for 30 minutes, then at 200° C. for additional 20 minutes, and finally heated to reflux for 18 hours. The reaction mixture was cooled, crystals separated out were collected by filtration, and recrystallized from acetone to give 2.8 grams of the title product, melting point 166°-168° C.